Dataset: the Open Reaction Database (ORD), a public repository of structured organic reaction records. Task: describe an organic reaction: reactants, conditions, products, and yield Reactants: OC1=C(C=CC=C1)CCC(=O)O (3-(2-hydroxyphenyl)propionic acid), C1(=CC=CC=C1)Br (phenylbromide), C(=O)([O-])[O-].[K+].[K+] (K2CO3). Run in CC(=O)C (acetone), CCCCCC.CCOC(=O)C (hexane EtOAc), CCCCCC.CCOC(=O)C (hexane EtOAc). Reaction conditions: time 2 day. Yields the product C1(=CC=CC=C1)OC1=C(C=CC=C1)CCC(=O)OC1=CC=CC=C1 (phenyl 3-(2-phenyloxyphenyl)propionate). The yield is 76.5%. RXN SMILES: [OH:1][C:2]1[CH:7]=[CH:6][CH:5]=[CH:4][C:3]=1[CH2:8][CH2:9][C:10]([OH:12])=[O:11].[C:13]1(Br)[CH:18]=[CH:17][CH:16]=[CH:15][CH:14]=1.C([O-])([O-])=O.[K+].[K+]>CC(C)=O.CCCCCC.CCOC(C)=O>[C:13]1([O:1][C:2]2[CH:7]=[CH:6][CH:5]=[CH:4][C:3]=2[CH2:8][CH2:9][C:10]([O:12][C:2]2[CH:7]=[CH:6][CH:5]=[CH:4][CH:3]=2)=[O:11])[CH:18]=[CH:17][CH:16]=[CH:15][CH:14]=1 |f:2.3.4,6.7|. Procedure: A mixture of 3-(2-hydroxyphenyl)propionic acid (0.57 g, 3.4 mmol), phenylbromide (0.4 ml, 3.37 mmol), and K2CO3 (2.5 g) in acetone (10 ml) was stirred at room temperature for 2 days. The mixture was diluted with 1:1 hexane/EtOAc (100 ml), washed with water and brine, dried over sodium sulfate and concentrated in vacuo. The residue was purified by chromatography (5:1 then 4:1 hexane/EtOAc) to yield phenyl 3-(2-phenyloxyphenyl)propionate (0.45 g, 1.30 mmol, 77%). The reactants are C(C)(C)(C)OC(=O)N1[C@@H](C[C@](C1)(F)CN=[N+]=[N-])C(=O)OCC1=CC=CC=C1 ((2S,4R)-4-azidomethyl-4-fluoro-pyrrolidine-1,2-dicarboxylic acid 2-benzyl ester 1-tert-butyl ester), CP(C)C (trimethylphosphine), O (water). The solvent is C1CCOC1 (THF), C1CCOC1 (THF). The product is C(C)(C)(C)OC(=O)N1[C@@H](C[C@](C1)(F)CN)C(=O)OCC1=CC=CC=C1 ((2S,4S)-4-Aminomethyl-4-fluoro-pyrrolidine-1,2-dicarboxylic acid 2-benzyl ester 1-tert-butyl ester). Reaction SMILES: [C:1]([O:5][C:6]([N:8]1[CH2:12][C@:11]([CH2:14][N:15]=[N+]=[N-])([F:13])[CH2:10][C@H:9]1[C:18]([O:20][CH2:21][C:22]1[CH:27]=[CH:26][CH:25]=[CH:24][CH:23]=1)=[O:19])=[O:7])([CH3:4])([CH3:3])[CH3:2].CP(C)C.O>C1COCC1>[C:1]([O:5][C:6]([N:8]1[CH2:12][C@:11]([CH2:14][NH2:15])([F:13])[CH2:10][C@H:9]1[C:18]([O:20][CH2:21][C:22]1[CH:23]=[CH:24][CH:25]=[CH:26][CH:27]=1)=[O:19])=[O:7])([CH3:4])([CH3:2])[CH3:3]. Procedure: A solution of (2S,4R)-4-azidomethyl-4-fluoro-pyrrolidine-1,2-dicarboxylic acid 2-benzyl ester 1-tert-butyl ester (prepared as described in Scheme B16) (1 g, 2.64 mmol), trimethylphosphine in THF (3.17 mL, 3.17 mmol) and water (0.10 mL, 5.29 mmol) in THF (40 mL) was stirred for 16 h at RT. The reaction mixture was quenched with water, extracted with EtOAc, washed with brine, dried over Na2SO4, filtered and concentrated. Purification by flash column chromatography on silica gel (CH2Cl2/MeOH 9:1). ... Reported procedure: 2-(2,3-Dichloro-4-(3-oxo-3-(5-(4-(trifluoromethyl)phenyl)fur-2-yl)propyl)-phenoxy)-2-methylpropanoic acid is prepared from tert-butyl 2-(2,3-dichloro-4-(3-oxo-3-(5-(4-(trifluoromethyl)phenyl)fur-2-yl)propyl)phenoxy)-2-methylpropanoate according to general procedure E using 10 equivalents of trifluoroacetic acid. Yields the product ClC1=C(OC(C(=O)O)(C)C)C=CC(=C1Cl)CCC(C=1OC(=CC1)C1=CC=C(C=C1)C(F)(F)F)=O (2-(2,3-Dichloro-4-(3-oxo-3-(5-(4-(trifluoromethyl)phenyl)fur-2-yl)propyl)-phenoxy)-2-methylpropanoic acid). Starting materials: ClC1=C(OC(C(=O)OC(C)(C)C)(C)C)C=CC(=C1Cl)CCC(C=1OC(=CC1)C1=CC=C(C=C1)C(F)(F)F)=O (tert-butyl 2-(2,3-dichloro-4-(3-oxo-3-(5-(4-(trifluoromethyl)phenyl)fur-2-yl)propyl)phenoxy)-2-methylpropanoate), FC(C(=O)O)(F)F (trifluoroacetic acid). Reaction SMILES: [Cl:1][C:2]1[C:18]([Cl:19])=[C:17]([CH2:20][CH2:21][C:22](=[O:38])[C:23]2[O:24][C:25]([C:28]3[CH:33]=[CH:32][C:31]([C:34]([F:37])([F:36])[F:35])=[CH:30][CH:29]=3)=[CH:26][CH:27]=2)[CH:16]=[CH:15][C:3]=1[O:4][C:5]([CH3:14])([CH3:13])[C:6]([O:8]C(C)(C)C)=[O:7].FC(F)(F)C(O)=O>>[Cl:1][C:2]1[C:18]([Cl:19])=[C:17]([CH2:20][CH2:21][C:22](=[O:38])[C:23]2[O:24][C:25]([C:28]3[CH:29]=[CH:30][C:31]([C:34]([F:35])([F:36])[F:37])=[CH:32][CH:33]=3)=[CH:26][CH:27]=2)[CH:16]=[CH:15][C:3]=1[O:4][C:5]([CH3:13])([CH3:14])[C:6]([OH:8])=[O:7]. The reactants are C(\C=C\C1=CC=CC=C1)(=O)C1=CN(C2=CC=CC=C12)CCCC(=O)OCC ((E)-ethyl 4-(3-cinnamoyl-1-indolyl)butyrate), C(C(C)C)C1=CC=C(C=C1)C(CCCCCCC(=O)C1=CN(C2=CC=CC=C12)CCCC(=O)OCC)CCC (ethyl 4-[3-[8-(4-isobutylphenyl)undecanoyl]-1-indolyl]butyrate). Product: C(\C=C\C1=CC=CC=C1)(=O)C1=CN(C2=CC=CC=C12)CCCC(=O)O ((E)-4-(3-cinnamoyl-1-indolyl)butyric acid). Reaction SMILES: [C:1]([C:11]1[C:19]2[C:14](=[CH:15][CH:16]=[CH:17][CH:18]=2)[N:13]([CH2:20][CH2:21][CH2:22][C:23]([O:25]CC)=[O:24])[CH:12]=1)(=[O:10])/[CH:2]=[CH:3]/[C:4]1[CH:9]=[CH:8][CH:7]=[CH:6][CH:5]=1.C(C1C=CC(C(CCC)CCCCCCC(C2C3C(=CC=CC=3)N(CCCC(OCC)=O)C=2)=O)=CC=1)C(C)C>>[C:1]([C:11]1[C:19]2[C:14](=[CH:15][CH:16]=[CH:17][CH:18]=2)[N:13]([CH2:20][CH2:21][CH2:22][C:23]([OH:25])=[O:24])[CH:12]=1)(=[O:10])/[CH:2]=[CH:3]/[C:4]1[CH:5]=[CH:6][CH:7]=[CH:8][CH:9]=1. Procedure details: The procedure of Ex. 16 was repeated except that (E)-ethyl 4-(3-cinnamoyl-1-indolyl)butyrate obtained in Ex. 60 was used in place of ethyl 4-[3-[8-(4-isobutylphenyl)undecanoyl]-1-indolyl]butyrate to give (E)-4-(3-cinnamoyl-1-indolyl)butyric acid. The reactants are C1(=CC=CC=C1)CCCC(=O)N1[C@H](C(=O)O)CSC1 (N-(4-phenylbutanoyl)-L-thioproline), S1CNCC1 (thiazolidine), Cl.C(C)N=C=NCCCN(C)C (1-ethyl-3-(3-dimethylaminopropyl)carbodiimide hydrochloride). Solvent: C(Cl)Cl (methylene chloride). Conditions: time 24 hour. Yields the product C1(=CC=CC=C1)CCCC(=O)N1[C@H](C(=O)C2SCCN2)CSC1 (N-(4-phenyl-butanoyl)-L-thioprolylthiazolidine). Isolated yield 47.6%. RXN SMILES: [C:1]1([CH2:7][CH2:8][CH2:9][C:10]([N:12]2[CH2:19][S:18][CH2:17][C@H:13]2[C:14]([OH:16])=O)=[O:11])[CH:6]=[CH:5][CH:4]=[CH:3][CH:2]=1.[S:20]1[CH2:24][CH2:23][NH:22][CH2:21]1.Cl.C(N=C=NCCCN(C)C)C>C(Cl)Cl>[C:1]1([CH2:7][CH2:8][CH2:9][C:10]([N:12]2[CH2:19][S:18][CH2:17][C@H:13]2[C:14]([CH:21]2[NH:22][CH2:23][CH2:24][S:20]2)=[O:16])=[O:11])[CH:2]=[CH:3][CH:4]=[CH:5][CH:6]=1 |f:2.3|. Procedure: To 20 ml of methylene chloride, 1.4 g of the thus-obtained N-(4-phenylbutanoyl)-L-thioproline were added together with 445 mg of thiazolidine and 1.05 g of 1-ethyl-3-(3-dimethylaminopropyl)carbodiimide hydrochloride [WSC (Water Soluble Carbodiimide).HCl], and the mixture was stirred for 24 hours. The resultant liquid reaction mixture was washed with 1N hydrochloric acid, saturated saline, a saturated aqueous solution of sodium bicarbonate and saturated saline in that order and dried over anhydro... Reactants: C(CCC)N(C(=O)N(C1=C(C=CC=C1)C(F)(F)F)C)CC1=CC=C(C=C1)C1=C(C=CC=C1)S(N)(=O)=O (1-butyl-3-methyl-1-[(2'-sulfamoylbiphenyl-4-yl)methyl]-3-[2-(trifluoromethyl)phenyl]urea), ClC1=C(C(=O)O)C=CC=C1 (2-chlorobenzoic acid). The product is C(CCC)N(C(=O)N(C1=C(C=CC=C1)C(F)(F)F)C)CC1=CC=C(C=C1)C1=C(C=CC=C1)S(NC(C1=C(C=CC=C1)Cl)=O)(=O)=O (1-Butyl-1-[[2'-[N-(2-chlorobenzoyl)sulfamoyl]biphenyl-4-yl]methyl]-3-methyl-3-[2-(trifluoromethyl)phenyl]urea). Isolated yield 29.0%. RXN SMILES: [CH2:1]([N:5]([CH2:20][C:21]1[CH:26]=[CH:25][C:24]([C:27]2[CH:32]=[CH:31][CH:30]=[CH:29][C:28]=2[S:33](=[O:36])(=[O:35])[NH2:34])=[CH:23][CH:22]=1)[C:6]([N:8]([CH3:19])[C:9]1[CH:14]=[CH:13][CH:12]=[CH:11][C:10]=1[C:15]([F:18])([F:17])[F:16])=[O:7])[CH2:2][CH2:3][CH3:4].[Cl:37][C:38]1[CH:46]=[CH:45][CH:44]=[CH:43][C:39]=1[C:40](O)=[O:41]>>[CH2:1]([N:5]([CH2:20][C:21]1[CH:22]=[CH:23][C:24]([C:27]2[CH:32]=[CH:31][CH:30]=[CH:29][C:28]=2[S:33](=[O:35])(=[O:36])[NH:34][C:40](=[O:41])[C:39]2[CH:43]=[CH:44][CH:45]=[CH:46][C:38]=2[Cl:37])=[CH:25][CH:26]=1)[C:6]([N:8]([CH3:19])[C:9]1[CH:14]=[CH:13][CH:12]=[CH:11][C:10]=1[C:15]([F:18])([F:16])[F:17])=[O:7])[CH2:2][CH2:3][CH3:4]. Procedure: Following the procedure of Example 1, Step I, 1-butyl-3-methyl-1-[(2'-sulfamoylbiphenyl-4-yl)methyl]-3-[2-(trifluoromethyl)phenyl]urea was acylated with 2-chlorobenzoic acid. After work-up, the crude product was purified initially by flash chromatography on silica gel (elution with 2% and then 5% MeOH in CH2Cl2). Further purification by HPLC on a Zorbax C8 Semiprep reversed phase column (70:30 MeCN--H2O, containing 0.1% TFA) provided a 29% yield of the title compound as a stiff, white foam, mp>6... The reactants are N1N=C(C2=CC=CC=C12)C=1NC2=CC=C(C=C2C1)C=O (2-(1H-Indazol-3-yl)-1H-indole-5-carbaldehyde), CN1CCNCC1 (N-methylpiperazine), C(C)(=O)O (acetic acid), C(C)(=O)O[BH-](OC(C)=O)OC(C)=O.[Na+] (sodium triacetoxyborohydride). Solvent: CN(C=O)C (N,N-dimethyl formamide). Reaction conditions: time 11 hour. Yields the product CN1CCN(CC1)CC=1C=C2C=C(NC2=CC1)C1=NNC2=CC=CC=C12 (3-[5-(4-Methyl-piperazin-1-ylmethyl)-1H-indol-2-yl]-1H-indazole). As a reaction SMILES: [NH:1]1[C:9]2[C:4](=[CH:5][CH:6]=[CH:7][CH:8]=2)[C:3]([C:10]2[NH:11][C:12]3[C:17]([CH:18]=2)=[CH:16][C:15]([CH:19]=O)=[CH:14][CH:13]=3)=[N:2]1.[CH3:21][N:22]1[CH2:27][CH2:26][NH:25][CH2:24][CH2:23]1.C(O)(=O)C.C(O[BH-](OC(=O)C)OC(=O)C)(=O)C.[Na+]>CN(C)C=O>[CH3:21][N:22]1[CH2:27][CH2:26][N:25]([CH2:19][C:15]2[CH:16]=[C:17]3[C:12](=[CH:13][CH:14]=2)[NH:11][C:10]([C:3]2[C:4]4[C:9](=[CH:8][CH:7]=[CH:6][CH:5]=4)[NH:1][N:2]=2)=[CH:18]3)[CH2:24][CH2:23]1 |f:3.4|. Procedure details: A mixture of the aldehyde (6-3, 50 mg, 0.19 mmol), N-methylpiperazine (191 mg, 1.91 mmol), acetic acid (0.06 mL) and sodium triacetoxyborohydride (406 mg, 1.91 mmol) in N,N-dimethyl formamide (3 mL) was stirred at the ambient temperature for 11 h. The reaction mixture was partitioned between ethyl acetate and water. The organic layer was washed with brine, separated, dried (MgSO4) and concentrated in vacuo. Chromatography (SiO2, 30% methanol in ethyl acetate) afforded the desired product (6-4) a... The reactants are CCCC[N+](CCCC)(CCCC)CCCC, C1CCOC1, Cc1ccc(C(=O)Nc2ccc(CN3CCN(C)CC3)c(C(F)(F)F)c2)cc1C#C[Si](C)(C)C, [F-]. Yields the product C#Cc1cc(C(=O)Nc2ccc(CN3CCN(C)CC3)c(C(F)(F)F)c2)ccc1C. RXN SMILES: [CH2:36]([N+:37]([CH2:38][CH2:39][CH2:40][CH3:41])([CH2:42][CH2:43][CH2:44][CH3:45])[CH2:46][CH2:47][CH2:48][CH3:49])[CH2:50][CH2:51][CH3:52].[CH2:53]1[O:54][CH2:55][CH2:56][CH2:57]1.[CH3:1][c:2]1[c:3]([C:29]#[C:30][Si:31]([CH3:32])([CH3:33])[CH3:34])[cH:4][c:5]([C:6](=[O:7])[NH:8][c:9]2[cH:10][c:11]([C:23]([F:24])([F:25])[F:26])[c:12]([CH2:15][N:16]3[CH2:17][CH2:18][N:19]([CH3:22])[CH2:20][CH2:21]3)[cH:13][cH:14]2)[cH:27][cH:28]1.[F-:35]>>[CH3:1][c:2]1[c:3]([C:29]#[CH:30])[cH:4][c:5]([C:6](=[O:7])[NH:8][c:9]2[cH:10][c:11]([C:23]([F:24])([F:25])[F:26])[c:12]([CH2:15][N:16]3[CH2:17][CH2:18][N:19]([CH3:22])[CH2:20][CH2:21]3)[cH:13][cH:14]2)[cH:27][cH:28]1. Reactants: C(=O)=O (dry ice), C(C)N(CC)S(F)(F)F (diethylaminosulphur trifluoride), C[C-]1OC2=C(C1C)C=CC=C2C(CO)N(CC)CC (2,3-dimethyl-7-(1-diethylamino-2-hydroxyethyl)benzofuran id), ClC(C)Cl (dichloroethane). Solvent: CC(=O)C (acetone), ClCCl (dichloromethane), O (water). Conditions: time 90 minute. The product is Cl.CC=1OC2=C(C1C)C=CC=C2C(CF)N(CC)CC (2,3-dimethyl-7-(1-diethylamino-2-fluoroethyl)benzofuran hydrochloride). Yield: 62.0%. RXN SMILES: C(N(S(F)(F)[F:7])CC)C.C(=O)=O.[CH3:13][C-:14]1[CH:18]([CH3:19])[C:17]2[CH:20]=[CH:21][CH:22]=[C:23]([CH:24]([N:27]([CH2:30][CH3:31])[CH2:28][CH3:29])[CH2:25]O)[C:16]=2[O:15]1.[Cl:32]C(Cl)C>CC(C)=O.O.ClCCl>[ClH:32].[CH3:13][C:14]1[O:15][C:16]2[C:23]([CH:24]([N:27]([CH2:30][CH3:31])[CH2:28][CH3:29])[CH2:25][F:7])=[CH:22][CH:21]=[CH:20][C:17]=2[C:18]=1[CH3:19] |f:7.8|. Reported procedure: 0.664 ml (3.72 mmol) of diethylaminosulphur trifluoride (DAST) and 5 ml of dichloromethane are placed in a 50 ml round-bottomed flask. The mixture is cooled to -78° C. by a bath of dry ice in acetone and a solution of 0.877 g (3.38 mmol) of 2,3-dimethyl-7-(1-diethylamino-2-hydroxyethyl)benzofuran id 5 ml of dichloroethane is added dropwise. Stirring is continued for 90 minutes at this temperature, before allowing the reaction mixture to return to room temperature. 10 ml of water are added and ex... Reactants: diazonium salt, [OH-].[K+] (KOH), C(C)(=O)[O-].[Na+] (Sodium acetate), COC1=C(C=C(C=C1)N)C(F)(F)F (4-Methoxy-3-trifluoromethyl-phenylamine), ice, C(C)(=O)Cl (acetyl chloride), C(CC(=O)C)(=O)OCC (ethyl alpha-acetoacetate), N(=O)[O-].[Na+] (NaNO2), Ice Methanol, Cl (HCl), C(C)(=O)Cl (acetyl chloride). Solvent: O (water), O (water), C(C)O (ethanol), O (water), CCO (EtOH). Run at time 5 minute. Yields the product C(C)OC(=O)C=1NC2=CC(=C(C=C2C1C)OC)C(F)(F)F (5-Methoxy-3-methyl-6-trifluoromethyl-1H-indole-2-carboxylic acid ethyl ester). Yield: 38.3%. RXN SMILES: [CH3:1][O:2][C:3]1[CH:8]=[CH:7][C:6]([NH2:9])=[CH:5][C:4]=1[C:10]([F:13])([F:12])[F:11].Cl.N([O-])=O.[Na+].C([O-])(=O)C.[Na+].[C:24]([O:30][CH2:31][CH3:32])(=[O:29])[CH2:25][C:26]([CH3:28])=O.[OH-].[K+].C(Cl)(=O)C>O.C(O)C>[CH2:31]([O:30][C:24]([C:25]1[NH:9][C:6]2[C:7]([C:26]=1[CH3:28])=[CH:8][C:3]([O:2][CH3:1])=[C:4]([C:10]([F:11])([F:12])[F:13])[CH:5]=2)=[O:29])[CH3:32] |f:2.3,4.5,7.8|. Procedure: 4-Methoxy-3-trifluoromethyl-phenylamine (5 g, 26 mmol) in 12 mL water was cooled to −5 degrees C. (Ice/Methanol bath). Conc. HCl was added dropwise (7 ml), and the reaction mixture was stirred for five minutes. A solution of NaNO2 (2.0 g, 29 mmol) dissolved in 3 ml water was added dropwise over 10 minutes, and the reaction mixture was stirred for 30 min. Sodium acetate (1.8 g, 22 mmol) was then added, and stirring was continued at −5 degrees C. In a separate flask, ethyl alpha-acetoacetate (4.55...